This data is from the Open Reaction Database (ORD), a public repository of structured organic reaction records. The task is: describe an organic reaction: reactants, conditions, products, and yield The reactants are N1CCNCC(C1)CO (([1,4]diazepan-6-yl)methanol), potassium carbonate salts, C(C1=CC=CC=C1)N1C(=NC=2N(C(N(C(C12)=O)C)=O)C)Cl (7-benzyl-8-chloro-1,3-dimethyl-3,7-dihydro-purine-2,6-dione), C([O-])([O-])=O.[K+].[K+] (potassium carbonate). The solvent is CN(C)C=O (DMF). Run at time 24 hour. The product is C(C1=CC=CC=C1)N1C(=NC=2N(C(N(C(C12)=O)C)=O)C)N1CCNCC(C1)CO (7-Benzyl-8-(6-hydroxymethyl-[1,4]diazepan-1-yl)-1,3-dimethyl-3,7-dihydropurine-2,6-dione). Yield: 1.0%. Reaction SMILES: [NH:1]1[CH2:7][CH:6]([CH2:8][OH:9])[CH2:5][NH:4][CH2:3][CH2:2]1.[CH2:10]([N:17]1[C:25]2[C:24](=[O:26])[N:23]([CH3:27])[C:22](=[O:28])[N:21]([CH3:29])[C:20]=2[N:19]=[C:18]1Cl)[C:11]1[CH:16]=[CH:15][CH:14]=[CH:13][CH:12]=1.C(=O)([O-])[O-].[K+].[K+]>CN(C=O)C>[CH2:10]([N:17]1[C:25]2[C:24](=[O:26])[N:23]([CH3:27])[C:22](=[O:28])[N:21]([CH3:29])[C:20]=2[N:19]=[C:18]1[N:1]1[CH2:7][CH:6]([CH2:8][OH:9])[CH2:5][NH:4][CH2:3][CH2:2]1)[C:11]1[CH:16]=[CH:15][CH:14]=[CH:13][CH:12]=1 |f:2.3.4|. Reported procedure: ([1,4]Diazepan-6-yl)methanol (1C) including potassium carbonate salts (ca 1 mmol) was suspended in dry DMF (200 ml) and 7-benzyl-8-chloro-1,3-dimethyl-3,7-dihydro-purine-2,6-dione (199.9 mg, 0.656 mmol) and potassium carbonate (453 mg, 3.28 mmol) were added. The reaction mixture was stirred at room temperature for 24 hours, heated to 60° C. for 3 hours, heated to 95° C. for 5 hours and heated to 120° C. for 2 hours. The suspension was allowed to cool to room temperature and white salts were filt... Starting materials: BrC=1C(=CC(=NC1)NC=1SC=C(N1)C1CCN(CC1)C(=O)OC(C)(C)C)OC=1C(=NC=CC1)C (tert-Butyl 4-(2-(5-bromo-4-(2-methylpyridin-3-yloxy)pyridin-2-ylamino)thiazol-4-yl)piperidine-1-carboxylate), COC=1C=C(C=CC1)S (3-Methoxybenzenethiol), CC1(C2=C(C(=CC=C2)P(C3=CC=CC=C3)C4=CC=CC=C4)OC5=C(C=CC=C51)P(C6=CC=CC=C6)C7=CC=CC=C7)C (Xantphos), [O-]P(=O)([O-])[O-].[K+].[K+].[K+] (K3PO4). Reagents/catalysts: C=1C=CC(=CC1)/C=C/C(=O)/C=C/C2=CC=CC=C2.C=1C=CC(=CC1)/C=C/C(=O)/C=C/C2=CC=CC=C2.C=1C=CC(=CC1)/C=C/C(=O)/C=C/C2=CC=CC=C2.[Pd].[Pd] (Pd2dba3). Run in C1(=CC=CC=C1)C (toluene). Reaction conditions: temperature 130 celsius, time 3 hour. The product is COC=1C=C(C=CC1)SC=1C(=CC(=NC1)NC=1SC=C(N1)C1CCN(CC1)C(=O)OC(C)(C)C)OC=1C(=NC=CC1)C (tert-butyl 4-(2-(5-(3-methoxyphenylthio)-4-(2-methylpyridin-3-yloxy)pyridin-2-ylamino)thiazol-4-yl)piperidine-1-carboxylate). The yield is 51.4%. Reaction SMILES: Br[C:2]1[C:3]([O:27][C:28]2[C:29]([CH3:34])=[N:30][CH:31]=[CH:32][CH:33]=2)=[CH:4][C:5]([NH:8][C:9]2[S:10][CH:11]=[C:12]([CH:14]3[CH2:19][CH2:18][N:17]([C:20]([O:22][C:23]([CH3:26])([CH3:25])[CH3:24])=[O:21])[CH2:16][CH2:15]3)[N:13]=2)=[N:6][CH:7]=1.CC1(C)C2C(=C(P(C3C=CC=CC=3)C3C=CC=CC=3)C=CC=2)OC2C(P(C3C=CC=CC=3)C3C=CC=CC=3)=CC=CC1=2.[O-]P([O-])([O-])=O.[K+].[K+].[K+].[CH3:85][O:86][C:87]1[CH:88]=[C:89]([SH:93])[CH:90]=[CH:91][CH:92]=1>C1(C)C=CC=CC=1.C1C=CC(/C=C/C(/C=C/C2C=CC=CC=2)=O)=CC=1.C1C=CC(/C=C/C(/C=C/C2C=CC=CC=2)=O)=CC=1.C1C=CC(/C=C/C(/C=C/C2C=CC=CC=2)=O)=CC=1.[Pd].[Pd]>[CH3:85][O:86][C:87]1[CH:88]=[C:89]([S:93][C:2]2[C:3]([O:27][C:28]3[C:29]([CH3:34])=[N:30][CH:31]=[CH:32][CH:33]=3)=[CH:4][C:5]([NH:8][C:9]3[S:10][CH:11]=[C:12]([CH:14]4[CH2:19][CH2:18][N:17]([C:20]([O:22][C:23]([CH3:26])([CH3:25])[CH3:24])=[O:21])[CH2:16][CH2:15]4)[N:13]=3)=[N:6][CH:7]=2)[CH:90]=[CH:91][CH:92]=1 |f:2.3.4.5,8.9.10.11.12|. Reported procedure: tert-Butyl 4-(2-(5-bromo-4-(2-methylpyridin-3-yloxy)pyridin-2-ylamino)thiazol-4-yl)piperidine-1-carboxylate (0.15 g, 0.27 mmol), Pd2dba3 (0.25 g, 0.27 mmol), Xantphos (0.20 g, 0.34 mmol), and K3PO4 (0.175 g, 0.823 mmol) were suspended in degassed toluene (2 mL). 3-Methoxybenzenethiol (0.068 mL, 0.55 mmol) was added. The mixture was stirred at 130° C. for 3 hours in a sealed tube. The solution was cooled and flash chromatographed (40-50% EtOAc/hexanes) to afford the title compound (0.084 g, 51% y... Reactants: OC1=CC=C(C=C1)N1C(OCC1)=O (3-(4-hydroxyphenyl)-1,3-oxazolidin-2-one), C(C)(=O)N1C(CCC1)C1=CC(=C(C=C1F)NC(=O)C1=NC=CN=C1)[N+](=O)[O-] (N-(4-(1-acetylpyrrolidin-2-yl)-5-fluoro-2-nitrophenyl)pyrazin-2-carboxamide). Yields the product C(C)(=O)N1C(CCC1)C=1C(=CC2=C(NC(=N2)C2=NC=CN=C2)C1)OC1=CC=C(C=C1)N1C(OCC1)=O (3-(4-((6-(1-acetylpyrrolidin-2-yl)-2-pyrazin-2-yl-1H-benzimidazol-5-yl)oxy)phenyl)-1,3-oxazolidin-2-one). RXN SMILES: [OH:1][C:2]1[CH:7]=[CH:6][C:5]([N:8]2[CH2:12][CH2:11][O:10][C:9]2=[O:13])=[CH:4][CH:3]=1.[C:14]([N:17]1[CH2:21][CH2:20][CH2:19][CH:18]1[C:22]1[C:27](F)=[CH:26][C:25]([NH:29][C:30]([C:32]2[CH:37]=[N:36][CH:35]=[CH:34][N:33]=2)=O)=[C:24]([N+:38]([O-])=O)[CH:23]=1)(=[O:16])[CH3:15]>>[C:14]([N:17]1[CH2:21][CH2:20][CH2:19][CH:18]1[C:22]1[C:27]([O:1][C:2]2[CH:3]=[CH:4][C:5]([N:8]3[CH2:12][CH2:11][O:10][C:9]3=[O:13])=[CH:6][CH:7]=2)=[CH:26][C:25]2[N:29]=[C:30]([C:32]3[CH:37]=[N:36][CH:35]=[CH:34][N:33]=3)[NH:38][C:24]=2[CH:23]=1)(=[O:16])[CH3:15]. Procedure: One chiral form of the entitled compound was obtained as a yellow oily substance in the same method as in Example 338 (step 5) or in accordance with the method or by combining it with an ordinary method but using 3-(4-hydroxyphenyl)-1,3-oxazolidin-2-one and N-(4-(1-acetylpyrrolidin-2-yl)-5-fluoro-2-nitrophenyl)pyrazin-2-carboxamide enantiomer A. The reactants are ClC=1C=C(C=CC1F)NC=1C2=C(N=CN1)NC(C2)=O (4-(3-chloro-4-fluoro-phenylamino)-5,7-dihydro-pyrrolo[2,3-d]pyrimidin-6-one), CC1=C(NC(=C1)C(=O)N1CCN(CC1)C)C=O (3-methyl-5-(4-methyl-piperazine-1-carbonyl)-1H-pyrrole-2-carbaldehyde). The reagents and catalysts are N1CCCCC1 (piperidine). The solvent is C(C)O (ethanol). Run at time 4 day. Product: ClC=1C=C(C=CC1F)NC=1C2=C(N=CN1)NC(C2=CC=2NC(=CC2C)C(=O)N2CCN(CC2)C)=O (4-(3-Chloro-4-fluoro-phenylamino)-5-[3-methyl-5-(4-methyl-piperazine-1-carbonyl)-1H-pyrrol-2-yl-methylene]-5,7-dihydro-pyrrolo[2,3-D]pyrimidin-6-one). Yield: 100.0%. RXN SMILES: [Cl:1][C:2]1[CH:3]=[C:4]([NH:9][C:10]2[C:11]3[CH2:18][C:17](=[O:19])[NH:16][C:12]=3[N:13]=[CH:14][N:15]=2)[CH:5]=[CH:6][C:7]=1[F:8].[CH3:20][C:21]1[CH:25]=[C:24]([C:26]([N:28]2[CH2:33][CH2:32][N:31]([CH3:34])[CH2:30][CH2:29]2)=[O:27])[NH:23][C:22]=1[CH:35]=O>N1CCCCC1.C(O)C>[Cl:1][C:2]1[CH:3]=[C:4]([NH:9][C:10]2[C:11]3[C:18](=[CH:35][C:22]4[NH:23][C:24]([C:26]([N:28]5[CH2:29][CH2:30][N:31]([CH3:34])[CH2:32][CH2:33]5)=[O:27])=[CH:25][C:21]=4[CH3:20])[C:17](=[O:19])[NH:16][C:12]=3[N:13]=[CH:14][N:15]=2)[CH:5]=[CH:6][C:7]=1[F:8]. Procedure details: A mixture of 4-(3-chloro-4-fluoro-phenylamino)-5,7-dihydro-pyrrolo[2,3-d]pyrimidin-6-one (70 mg, 0.25 mmol) and 3-methyl-5-(4-methyl-piperazine-1-carbonyl)-1H-pyrrole-2-carbaldehyde (70.6 mg, 0.30 mmol) and piperidine (3 drops) in ethanol was stirred at room temperature for 4 days. The precipitate was collected by vacuum filtration, washed with ethanol and dried to give 124 mg (100%) of the title compound. 1H NMR (360 MHz, DMSO-d6) δ 13.41 (s, 1H, NH), 11.77 (br s, 1H, NH), 9.22 (br s, 1H), 8.32... Reaction conditions: temperature 40 celsius, time 3 hour. Yields the product C1(CCCCC1)C=1C=2C=CC(=CC2N2C1C1=C(CC(C2)CCN(C(OC(C)(C)C)=O)C)C=C(C=C1)OC)C(=O)NS(=O)(=O)N(C)CC(OC)OC (Tert-butyl (2-{13-cyclohexyl-10-[({[(2,2-dimethoxyethyl)(methyl)amino]sulfonyl}amino)carbonyl]-3-methoxy-6,7-dihydro-5H-indolo[2,1-a][2]benzazepin-6-yl}ethyl)methylcarbamate). Reactants: C(C)(C)(C)OC(=O)N(CCC1CN2C(C3=C(C1)C=C(C=C3)OC)=C(C=3C=CC(=CC32)C(=O)O)C3CCCCC3)C (6-{2-[(tert-butoxycarbonyl)(methyl)amino]ethyl}-13-cyclohexyl-3-methoxy-6,7-dihydro-5H-indolo[2,1-a][2]benzazepine-10-carboxylic acid), COC(CN(S(=O)(=O)N)C)OC (N-(2,2-dimethoxyethyl)-N-methylsulfamide), C(CCl)Cl (EDC). Procedure details: To a solution of 6-{2-[(tert-butoxycarbonyl)(methyl)amino]ethyl}-13-cyclohexyl-3-methoxy-6,7-dihydro-5H-indolo[2,1-a][2]benzazepine-10-carboxylic acid in DCM (0.07M), N-(2,2-dimethoxyethyl)-N-methylsulfamide (2 eq, Example 1, Step 1), EDC (3 eq) and DMAP (5 eq) were added. The mixture was stirred at 40° C. for 3 h, then diluted with EtOAc and washed with 1N HCl, 1N NaOH solution and brine. The organic phase was dried over Na2SO4 and evaporated in vacuo and the residual material was used in the n... Reaction SMILES: [C:1]([O:5][C:6]([N:8]([CH3:40])[CH2:9][CH2:10][CH:11]1[CH2:17][C:16]2[CH:18]=[C:19]([O:22][CH3:23])[CH:20]=[CH:21][C:15]=2[C:14]2=[C:24]([CH:34]3[CH2:39][CH2:38][CH2:37][CH2:36][CH2:35]3)[C:25]3[CH:26]=[CH:27][C:28]([C:31](O)=[O:32])=[CH:29][C:30]=3[N:13]2[CH2:12]1)=[O:7])([CH3:4])([CH3:3])[CH3:2].[CH3:41][O:42][CH:43]([O:51][CH3:52])[CH2:44][N:45]([CH3:50])[S:46]([NH2:49])(=[O:48])=[O:47].C(Cl)CCl>C(Cl)Cl.CN(C1C=CN=CC=1)C.CCOC(C)=O>[CH:34]1([C:24]2[C:25]3[CH:26]=[CH:27][C:28]([C:31]([NH:49][S:46]([N:45]([CH2:44][CH:43]([O:42][CH3:41])[O:51][CH3:52])[CH3:50])(=[O:48])=[O:47])=[O:32])=[CH:29][C:30]=3[N:13]3[CH2:12][CH:11]([CH2:10][CH2:9][N:8]([CH3:40])[C:6](=[O:7])[O:5][C:1]([CH3:3])([CH3:2])[CH3:4])[CH2:17][C:16]4[CH:18]=[C:19]([O:22][CH3:23])[CH:20]=[CH:21][C:15]=4[C:14]=23)[CH2:39][CH2:38][CH2:37][CH2:36][CH2:35]1. Reagents/catalysts: CN(C)C=1C=CN=CC1 (DMAP). The solvent is C(Cl)Cl (DCM), CCOC(=O)C (EtOAc). Starting materials: ClC1=CC=C2C(=CC=NC2=C1)CCC#CO (4-(7-chloroquinolin-4-yl)butyn-1-ol). The reagents and catalysts are [Pt](=O)=O (platinum (IV) oxide). Run in C(C)O (ethanol). Conditions: time 2 hour. Yields the product ClC1=CC=C2C(=CC=NC2=C1)CCCCO (4-(7-Chloroquinolin-4-yl)butan-1-ol). Yield: 49.1%. As a reaction SMILES: [Cl:1][C:2]1[CH:11]=[C:10]2[C:5]([C:6]([CH2:12][CH2:13][C:14]#[C:15][OH:16])=[CH:7][CH:8]=[N:9]2)=[CH:4][CH:3]=1>C(O)C.[Pt](=O)=O>[Cl:1][C:2]1[CH:11]=[C:10]2[C:5]([C:6]([CH2:12][CH2:13][CH2:14][CH2:15][OH:16])=[CH:7][CH:8]=[N:9]2)=[CH:4][CH:3]=1. Reported procedure: 4-(7-chloroquinolin-4-yl)butyn-1-ol (1 g) was dissolved in ethanol (25 mL) in a Parr hydrogenation bottle and platinum (IV) oxide [Adams' Catalyst] (100 mg) was added. The Parr bottle was placed on a Parr hydrogenation apparatus and the solution hydrogenated at 50 psi for 2 hours after which time the starting material had been judged to be consumed by TLC. The spent catalyst was removed by filtration through a Celite pad and the pad carefully washed with more ethanol. The combined filtrates were...